From a dataset of the Open Reaction Database (ORD), a public repository of structured organic reaction records. describe an organic reaction: reactants, conditions, products, and yield Reactants: C(C)OC(C(CNC(C1=CC=C(C=C1)C(C1=CC=C(C=C1)C1=CCCCC1)NC(=O)NC1=CC(=CC(=C1)Cl)Cl)=O)O)=O ((RS)-3-{4-[1-(4-cyclohex-1-enylphenyl)-3-(3,5-dichlorophenyl)ureidomethyl]-benzoylamino}-2-hydroxypropionic acid ethyl ester), Cl (hydrochloric acid), [OH-].[Na+] (sodium hydroxide). The solvent is C(C)O (ethanol), C1CCOC1 (THF). Reaction conditions: temperature 40 celsius, time 4 hour. Yields the product 0.749, C1(=CCCCC1)C1=CC=C(C=C1)C(C1=CC=C(C(=O)NCC(C(=O)O)O)C=C1)NC(=O)NC1=CC(=CC(=C1)Cl)Cl ((RS)-3-{4-[1-(4-Cyclohex-1-enylphenyl)-3-(3,5-dichlorophenyl)ureidomethyl]benzoyl-amino}-2-hydroxypropionic Acid). Yield: 79.0%. Reaction SMILES: C([O:3][C:4](=[O:42])[CH:5]([OH:41])[CH2:6][NH:7][C:8](=[O:40])[C:9]1[CH:14]=[CH:13][C:12]([CH:15]([NH:28][C:29]([NH:31][C:32]2[CH:37]=[C:36]([Cl:38])[CH:35]=[C:34]([Cl:39])[CH:33]=2)=[O:30])[C:16]2[CH:21]=[CH:20][C:19]([C:22]3[CH2:27][CH2:26][CH2:25][CH2:24][CH:23]=3)=[CH:18][CH:17]=2)=[CH:11][CH:10]=1)C.[OH-].[Na+].Cl>C(O)C.C1COCC1>[C:22]1([C:19]2[CH:18]=[CH:17][C:16]([CH:15]([NH:28][C:29]([NH:31][C:32]3[CH:33]=[C:34]([Cl:39])[CH:35]=[C:36]([Cl:38])[CH:37]=3)=[O:30])[C:12]3[CH:13]=[CH:14][C:9]([C:8]([NH:7][CH2:6][CH:5]([OH:41])[C:4]([OH:42])=[O:3])=[O:40])=[CH:10][CH:11]=3)=[CH:21][CH:20]=2)[CH2:27][CH2:26][CH2:25][CH2:24][CH:23]=1 |f:1.2|. Procedure: A solution of (RS)-3-{4-[1-(4-cyclohex-1-enylphenyl)-3-(3,5-dichlorophenyl)ureidomethyl]-benzoylamino}-2-hydroxypropionic acid ethyl ester (0.99 g, 1.61 mmol) in ethanol (15 mL) and THF (15 mL) was stirred and 1 M sodium hydroxide (6 mL) was added. The mixture was stirred at 40° C. for 4 hours and acidified with 1 N hydrochloric acid. After evaporation in vacuo the residue was purified on semipreperative HPLC (Gilson system). The pure fractions were combined and evaporated in vacuo to afford 0.7... Starting materials: C(C)(=O)NC=1SC=C(N1)CS(=O)(=O)C1=CC=C(C=C1)N (2-acetylamino-4-[4-aminophenylsulfonylmethyl)thiazole), Cl (hydrochloric acid), C([O-])(O)=O.[Na+] (sodium bicarbonate), ice water. The solvent is C(C)(=O)O (acetic acid). Yields the product NC=1SC=C(N1)CS(=O)(=O)C1=CC=C(C=C1)N (2-amino-4-(4-aminophenylsulfonylmethyl)thiazole). The yield is 60.2%. RXN SMILES: C([NH:4][C:5]1[S:6][CH:7]=[C:8]([CH2:10][S:11]([C:14]2[CH:19]=[CH:18][C:17]([NH2:20])=[CH:16][CH:15]=2)(=[O:13])=[O:12])[N:9]=1)(=O)C.Cl.C(=O)(O)[O-].[Na+]>C(O)(=O)C>[NH2:4][C:5]1[S:6][CH:7]=[C:8]([CH2:10][S:11]([C:14]2[CH:19]=[CH:18][C:17]([NH2:20])=[CH:16][CH:15]=2)(=[O:13])=[O:12])[N:9]=1 |f:2.3|. Reported procedure: A solution of 2-acetylamino-4-[4-aminophenylsulfonylmethyl)thiazole (4.8 g) in a mixture of acetic acid (35 ml) and 6N-aqueous hydrochloric acid (10 ml) was refluxed for 2.5 hours with stirring. The reaction mixture was poured into ice-water and then the solution was adjusted to pH 8.0 using 10% aqueous sodium bicarbonate with stirring. The precipitates were collected by filtration, washed with water and dried in vacuo to give 2-amino-4-(4-aminophenylsulfonylmethyl)thiazole (2.50 g, yield: 60.2%...